This data is from the Open Reaction Database (ORD), a public repository of structured organic reaction records. The task is: describe an organic reaction: reactants, conditions, products, and yield The reactants are ClC=1C(=CC2=C(CCN(CC2C2=CC=CC=3CCOC32)C)C1)O ((+)-8-chloro-5-(2,3-dihydrobenzofuran-7-yl)-3-methyl-2,3,4,5-tetrahydro-1H-3-benzazepin-7-ol), potassium-tert butylate, O1CCCC1 (tetrahydrofuran), COCCl (Chloromethyl methyl ether). Run at temperature 35 celsius, time 3 hour. Product: ClC=1C(=CC2=C(C(CN(CC2C2=CC=CC=3CCOC32)C)OC)C1)OC ((+)-8-chloro-5-(2,3-dihydro-benzofuran-7-yl)-7-methoxy-methyloxy-3-methyl-2,3,4,5-tetrahydro-1H-3-benzazepine). RXN SMILES: [Cl:1][C:2]1[C:3]([OH:23])=[CH:4][C:5]2[CH:11]([C:12]3[C:20]4[O:19][CH2:18][CH2:17][C:16]=4[CH:15]=[CH:14][CH:13]=3)[CH2:10][N:9]([CH3:21])[CH2:8][CH2:7][C:6]=2[CH:22]=1.[CH3:24][O:25]CCl.O1CCC[CH2:29]1>>[Cl:1][C:2]1[C:3]([O:23][CH3:29])=[CH:4][C:5]2[CH:11]([C:12]3[C:20]4[O:19][CH2:18][CH2:17][C:16]=4[CH:15]=[CH:14][CH:13]=3)[CH2:10][N:9]([CH3:21])[CH2:8][CH:7]([O:25][CH3:24])[C:6]=2[CH:22]=1. Reported procedure: (+)-8-chloro-5-(2,3-dihydrobenzofuran-7-yl)-3-methyl-2,3,4,5-tetrahydro-1H-3-benzazepin-7-ol (4.95 g, 0.015 mol) and potassium-tert butylate (1.85 g, 0.016 mol) are dissolved in dry tetrahydrofuran (40 ml) at 5° C. Chloromethyl methyl ether (1.51 g, 0.019 mol) is added, the temperature raising to 35° C. The reaction mixture is stirred for three hours, then evaporated to dryness under reduced pressure. The residue is partitioned between water and toluene after adjusting the pH to 8.0 by addition ... Yields the product CCC(=O)c1ccc(OC)c(O)c1. Reactants: CCOC(C)=O, CCCCCC, CCC(=O)c1ccc(OC)c(OC(C)C)c1. Reaction SMILES: [C:23]([O:24][CH2:25][CH3:26])(=[O:27])[CH3:28].[CH3:17][CH2:18][CH2:19][CH2:20][CH2:21][CH3:22].[CH:1]([CH3:2])([CH3:3])[O:4][c:5]1[cH:6][c:7]([C:13]([CH2:14][CH3:15])=[O:16])[cH:8][cH:9][c:10]1[O:11][CH3:12]>>[OH:4][c:5]1[cH:6][c:7]([C:13]([CH2:14][CH3:15])=[O:16])[cH:8][cH:9][c:10]1[O:11][CH3:12]. Starting materials: C(O)([O-])=O.[Na+] (sodium hydrogen carbonate), C(C)NC1=C(SC(=C1)C1=CC=NC=C1)C(=O)N (3-(ethylamino)-5-(pyridin-4-yl)thiophene-2-carboxamide), C1(CCCC1)=O (cyclopentanone), O.C1(=CC=C(C=C1)S(=O)(=O)O)C (p-toluenesulfonic acid monohydrate). Run in C(C)(=O)O (acetic acid). Run at temperature 100 celsius, time 2 hour. Product: C(C)N1C2(NC(C3=C1C=C(S3)C3=CC=NC=C3)=O)CCCC2 (1′-ethyl-6′-(pyridin-4-yl)-1′H-spiro [cyclopentane-1,2′-thieno[3,2-d]pyrimidin]-4′(3′H)-one). The yield is 28.0%. As a reaction SMILES: [CH2:1]([NH:3][C:4]1[CH:8]=[C:7]([C:9]2[CH:14]=[CH:13][N:12]=[CH:11][CH:10]=2)[S:6][C:5]=1[C:15]([NH2:17])=[O:16])[CH3:2].[C:18]1(=O)[CH2:22][CH2:21][CH2:20][CH2:19]1.O.C1(C)C=CC(S(O)(=O)=O)=CC=1.C(=O)([O-])O.[Na+]>C(O)(=O)C>[CH2:1]([N:3]1[C:4]2[CH:8]=[C:7]([C:9]3[CH:14]=[CH:13][N:12]=[CH:11][CH:10]=3)[S:6][C:5]=2[C:15](=[O:16])[NH:17][C:18]21[CH2:22][CH2:21][CH2:20][CH2:19]2)[CH3:2] |f:2.3,4.5|. Procedure: A mixture of 3-(ethylamino)-5-(pyridin-4-yl)thiophene-2-carboxamide (0.100 g, 0.400 mmol), cyclopentanone (2.0 mL), p-toluenesulfonic acid monohydrate (0.0095 g, 0.050 mmol) and acetic acid (2.0 mL) was stirred for 2 h at 100° C. in a sealed tube. The mixture was poured into sat. aqueous sodium hydrogen carbonate (150 mL). Extraction with ethyl acetate (100 mL, 50 mL), drying over magnesium sulfate, filtration and concentration at reduced pressure gave an oil. This oil was purified by column chr... Reactants: COc1cc2c(cc1S(=O)(=O)C(F)(F)F)CCN(C(=O)C(F)(F)F)CC2c1ccccc1, CO, [Na+], [OH-]. Product: COc1cc2c(cc1S(=O)(=O)C(F)(F)F)CCNCC2c1ccccc1. As a reaction SMILES: [CH3:1][O:2][c:3]1[c:4]([S:26](=[O:27])(=[O:28])[C:29]([F:30])([F:31])[F:32])[cH:5][c:6]2[c:7]([cH:25]1)[CH:8]([c:19]1[cH:20][cH:21][cH:22][cH:23][cH:24]1)[CH2:9][N:10]([C:13](=[O:14])[C:15]([F:16])([F:17])[F:18])[CH2:11][CH2:12]2.[CH3:35][OH:36].[Na+:34].[OH-:33]>>[CH3:1][O:2][c:3]1[c:4]([S:26](=[O:27])(=[O:28])[C:29]([F:30])([F:31])[F:32])[cH:5][c:6]2[c:7]([cH:25]1)[CH:8]([c:19]1[cH:20][cH:21][cH:22][cH:23][cH:24]1)[CH2:9][NH:10][CH2:11][CH2:12]2. The reactants are BrCC(=O)C=1N=C(SC1C1=CC(=CC=C1)C(F)(F)F)NC(C1=C(C=CC=C1F)F)=O (N-(4-(2-Bromoacetyl)-5-(3-(trifluoromethyl)phenyl)thiazol-2-yl)-2,6-difluorobenzamide), NC(=S)N (thiourea), FC1=C(C(=O)NC=2SC(=C(N2)C=2N=C(SC2)C)C2=CC(=CC=C2)C(F)(F)F)C(=CC=C1)F (2,6-Difluoro-N-(2′-methyl-5-(3-(trifluoromethyl)phenyl)-4,4′-bithiazol-2-yl)benzamide). The product is NC=1SC=C(N1)C=1N=C(SC1C1=CC(=CC=C1)C(F)(F)F)NC(C1=C(C=CC=C1F)F)=O (N-(2′-amino-5-(3-(trifluoromethyl)phenyl)-4,4′-bithiazol-2-yl)-2,6-difluorobenzamide). RXN SMILES: Br[CH2:2][C:3]([C:5]1[N:6]=[C:7]([NH:20][C:21](=[O:30])[C:22]2[C:27]([F:28])=[CH:26][CH:25]=[CH:24][C:23]=2[F:29])[S:8][C:9]=1[C:10]1[CH:15]=[CH:14][CH:13]=[C:12]([C:16]([F:19])([F:18])[F:17])[CH:11]=1)=O.[NH2:31][C:32]([NH2:34])=[S:33].FC1C=CC=C(F)C=1C(NC1SC(C2C=CC=C(C(F)(F)F)C=2)=C(C2N=C(C)SC=2)N=1)=O>>[NH2:34][C:32]1[S:33][CH:2]=[C:3]([C:5]2[N:6]=[C:7]([NH:20][C:21](=[O:30])[C:22]3[C:27]([F:28])=[CH:26][CH:25]=[CH:24][C:23]=3[F:29])[S:8][C:9]=2[C:10]2[CH:15]=[CH:14][CH:13]=[C:12]([C:16]([F:19])([F:18])[F:17])[CH:11]=2)[N:31]=1. Reported procedure: Compound 87 was prepared from Compound 85 and thiourea similarly as described for the preparation of Compound 86. Starting materials: CN (Methylamine), CN (methylamine), FC1=CC2=C(N[C@H](CO2)CC(=O)OCC)C=C1 (Ethyl [(3S)-7-fluoro-3,4-dihydro-2H-1,4-benzoxazin-3-yl]acetate), FC1=CC2=C(N[C@H](CO2)CC(=O)OCC)C=C1 (Ethyl [(3S)-7-fluoro-3,4-dihydro-2H-1,4-benzoxazin-3-yl]acetate). Solvent: CCO (EtOH), CCO (EtOH), CCO (EtOH), CO (MeOH). Run at temperature 20 celsius. Product: FC1=CC2=C(N[C@H](CO2)CC(=O)NC)C=C1 (2-[(3S)-7-Fluoro-3,4-dihydro-2H-1,4-benzoxazin-3-yl]-N-methyl-acetamide). Yield: 99.2%. Reaction SMILES: [F:1][C:2]1[CH:17]=[CH:16][C:5]2[NH:6][C@@H:7]([CH2:10][C:11](OCC)=[O:12])[CH2:8][O:9][C:4]=2[CH:3]=1.[CH3:18][NH2:19]>CO.CCO>[F:1][C:2]1[CH:17]=[CH:16][C:5]2[NH:6][C@@H:7]([CH2:10][C:11]([NH:19][CH3:18])=[O:12])[CH2:8][O:9][C:4]=2[CH:3]=1. Procedure: Ethyl [(3S)-7-fluoro-3,4-dihydro-2H-1,4-benzoxazin-3-yl]acetate (Intermediate 10a, 50.0 g, 204.2 mmol) was dissolved in MeOH (150 mL) in a 500 mL jacketed vessel at 20° C. Methylamine (127 mL of a 33% w/w solution in EtOH, 96 g, 1.02 mol) was added in one portion and the mixture stirred at 20° C. over night. The solution was sampled and found not to have reached completion by HPLC analysis. The reaction was left stirring for a further 2 h then additional methylamine in EtOH (25.0 mL of a 33% w/w... Solvent: C(C)(C)O (i-propanol), C(C)(C)O (i-propanol). Starting materials: CC(=O)C1=C(C=C(C=C1)F)F (2,4-difluoroacetophenone), [OH-].[Na+] (sodium hydroxide). Conditions: temperature 85 celsius, time 1 hour. Reaction SMILES: [CH3:1][C:2]([C:4]1[CH:9]=[CH:8][C:7]([F:10])=[CH:6][C:5]=1[F:11])=[O:3].[OH-].[Na+]>C(O)(C)C.CC1C=CC(C(C)C)=CC=1.CC1C=CC(C(C)C)=CC=1.Cl[Ru]Cl.Cl[Ru]Cl>[F:11][C:5]1[CH:6]=[C:7]([F:10])[CH:8]=[CH:9][C:4]=1[CH:2]([OH:3])[CH3:1] |f:1.2,4.5.6.7|. Procedure details: Dichloro(p-cymene)ruthenium(II) dimer (1.2 mg, 2 μmol, 0.5 mol %) and a chiral ligand (M=Ru, R=t-Bu, Ar=C6H5—, 2.6 μmol, 0.65 mol %) were dissolved in i-propanol (3 mL) under nitrogen atmosphere, and then heated and stirred for 1 h at 85° C. After the mixture was cooled to room temperature, 2,4-difluoroacetophenone (0.4 mmol), i-propanol (2 mL) and an aqueous solution of sodium hydroxide (1.0 mL, 0.2 M) were added thereto. Thereafter, the reaction system was placed in an autoclave, and stirred f... Reagents/catalysts: CC1=CC=C(C=C1)C(C)C.CC1=CC=C(C=C1)C(C)C.Cl[Ru]Cl.Cl[Ru]Cl (Dichloro(p-cymene)ruthenium(II) dimer). The product is FC1=C(C=CC(=C1)F)C(C)O (1-(2,4-difluorophenyl)ethanol).